This data is from the Open Reaction Database (ORD), a public repository of structured organic reaction records. The task is: describe an organic reaction: reactants, conditions, products, and yield Starting materials: O.O.O.O.O.[Si]([O-])([O-])([O-])[O-].[Na+].[Na+].[Na+].[Na+] (sodium silicate pentahydrate), [N+](=O)([O-])[O-].[Ag+] (silver nitrate). The solvent is O (water), O (water). Conditions: time 30 minute. The product is [Si]([O-])([O-])([O-])[O-].[Ag+].[Ag+].[Ag+].[Ag+] (silver silicate). Yield: 103.8%. Reaction SMILES: O.O.O.O.O.[Si:6]([O-:10])([O-:9])([O-:8])[O-:7].[Na+].[Na+].[Na+].[Na+].[N+]([O-])([O-])=O.[Ag+:19]>O>[Si:6]([O-:10])([O-:9])([O-:8])[O-:7].[Ag+:19].[Ag+:19].[Ag+:19].[Ag+:19] |f:0.1.2.3.4.5.6.7.8.9,10.11,13.14.15.16.17|. Procedure: A solution of 75 g of sodium silicate pentahydrate in 1500 ml of water was introduced with stirring in the absence of air and light into a solution of 100 g of silver nitrate in 500 ml of distilled water and after stirring for 30 minutes, the mixture was allowed to stand for an hour. The precipitate formed was recovered by vacuum filtration and was washed with water and dried in the presence of a dehydrating agent to obtain 80 g of silver silicate (Ag2SiO3). Analysis showed a silver content of 7... The reactants are C1=C(C=CC=C1O)C (m-cresol), CC1=C(N=C(O1)C1=CC=CC=C1)CCO (2-(5-methyl-2-phenyl-oxazole-4yl)-ethanol), C1(=CC=CC=C1)P(C1=CC=CC=C1)C1=CC=CC=C1 (triphenylphosphine), N(=NC(=O)OCC)C(=O)OCC (diethyl azodicarboxylate). The solvent is C1CCOC1 (THF), C1CCOC1 (THF). Conditions: temperature 22 celsius, time 24 hour. The product is CC1=C(N=C(O1)C1=CC=CC=C1)CCOC=1C=C(C=CC1)C (5-Methyl-2-phenyl-4-(2-m-tolyloxy-ethyl)-oxazole). Yield: 78.3%. Reaction SMILES: [CH:1]1[C:6]([OH:7])=[CH:5][CH:4]=[CH:3][C:2]=1[CH3:8].[CH3:9][C:10]1[O:14][C:13]([C:15]2[CH:20]=[CH:19][CH:18]=[CH:17][CH:16]=2)=[N:12][C:11]=1[CH2:21][CH2:22]O.C1(P(C2C=CC=CC=2)C2C=CC=CC=2)C=CC=CC=1.N(C(OCC)=O)=NC(OCC)=O>C1COCC1>[CH3:9][C:10]1[O:14][C:13]([C:15]2[CH:16]=[CH:17][CH:18]=[CH:19][CH:20]=2)=[N:12][C:11]=1[CH2:21][CH2:22][O:7][C:6]1[CH:1]=[C:2]([CH3:8])[CH:3]=[CH:4][CH:5]=1. Procedure details: A solution of 3.50 g of m-cresol, 9.87 g of 2-(5-methyl-2-phenyl-oxazole-4yl)-ethanol and 12.73 g of triphenylphosphine in 190 ml of THF was treated at 0° C. with a solution of 8.45 g of diethyl azodicarboxylate (DEAD) in 75 ml of THF over 20 min and the brown solution was stirred at 22° C. for 24 h. The solution was evaporated and the residue partitioned between CH2Cl2 (300 ml) and 0.1 N aqueous NaOH (100 ml). The organic layer was washed twice with water (2×100 ml), dried, the organic solvent ... The reactants are C(C)(C)(C)OC(=O)N1CC(CCC1)C(N)=S (3-Thiocarbamoyl-piperidine-1-carboxylic acid tert-butyl ester), ClCC(=O)CCl (1,3-dichloroacetone), [O-]S(=O)(=O)[O-].[Mg+2] (MgSO4), MgCO3. Solvent: CC(=O)C (acetone). Yields the product C(C)(C)(C)OC(=O)N1CC(CCC1)C=1SC=C(N1)CCl (3-(4-Chloromethyl-thiazol-2-yl)-piperidine-1-carboxylic acid tert-butyl ester). RXN SMILES: [C:1]([O:5][C:6]([N:8]1[CH2:13][CH2:12][CH2:11][CH:10]([C:14](=[S:16])[NH2:15])[CH2:9]1)=[O:7])([CH3:4])([CH3:3])[CH3:2].[Cl:17][CH2:18][C:19]([CH2:21]Cl)=O.[O-]S([O-])(=O)=O.[Mg+2]>CC(C)=O>[C:1]([O:5][C:6]([N:8]1[CH2:13][CH2:12][CH2:11][CH:10]([C:14]2[S:16][CH:21]=[C:19]([CH2:18][Cl:17])[N:15]=2)[CH2:9]1)=[O:7])([CH3:4])([CH3:2])[CH3:3] |f:2.3|. Procedure: To a solution of 3-Thiocarbamoyl-piperidine-1-carboxylic acid tert-butyl ester (2.2 g, 9.02 mmol) in acetone (45 mL) was added 1,3-dichloroacetone (1.49 g, 11.7 mmol), MgSO4 (1.63 g, 13.5 mmol) and MgCO3 (0.76 g, 9.02 mmol). The mixture was heated under reflux overnight, cooled and filtered through celite. The solvent was removed in vacuo and the residue was redissolved with EtOAc (20 mL). The resulting solution was washed successively with 5% NaHSO3, saturated NaHCO3, and brine. After drying (N... Reactants: IC=1C=C2C(C(NC2=CC1)=O)=O (5-iodo-1H-indole-2,3-dione), CSC1=CC=C(C(=O)NN)C=C1 (4-(methylsulfanyl)benzohydrazide). The solvent is C(C)(=O)O (acetic acid). Conditions: temperature 100 celsius. The product is IC=1C=C2C(C(NC2=CC1)=O)=NNC(C1=CC=C(C=C1)SC)=O (N′-(5-Iodo-2oxo-1,2-dihydro-3H-indol-3-ylidene)-4-(methylsulfanyl)-benzohydrazide). Yield: 94.0%. As a reaction SMILES: [I:1][C:2]1[CH:3]=[C:4]2[C:8](=[CH:9][CH:10]=1)[NH:7][C:6](=[O:11])[C:5]2=O.[CH3:13][S:14][C:15]1[CH:24]=[CH:23][C:18]([C:19]([NH:21][NH2:22])=[O:20])=[CH:17][CH:16]=1>C(O)(=O)C>[I:1][C:2]1[CH:3]=[C:4]2[C:8](=[CH:9][CH:10]=1)[NH:7][C:6](=[O:11])[C:5]2=[N:22][NH:21][C:19](=[O:20])[C:18]1[CH:17]=[CH:16][C:15]([S:14][CH3:13])=[CH:24][CH:23]=1. Reported procedure: Following the general method as outlined in Example 1, into a suspension of 5-iodo-1H-indole-2,3-dione in acetic acid was added 4-(methylsulfanyl)benzohydrazide. After stirring at 100° C., the reaction mixture was cooled to rt and a yellow solid precipitated out. Filtration on a fritté, washing with AcOH, water and drying under vacuo at 60° C. overnight gave 411 mg of the title compound (94%) as a yellow solid in 99.3% purity by HPLC (Rt: 5.75, gradient of 10 min, MaxPlot detection between 230 a... Starting materials: COc1cc(CNCC(OC)OC)c([N+](=O)[O-])cc1OC, CCO, [Pd]. Product: COc1cc(N)c(CNCC(OC)OC)cc1OC. As a reaction SMILES: [CH3:1][O:2][CH:3]([CH2:4][NH:5][CH2:6][c:7]1[c:8]([N+:17]([O-:18])=[O:19])[cH:9][c:10]([O:15][CH3:16])[c:11]([O:13][CH3:14])[cH:12]1)[O:20][CH3:21].[CH3:22][CH2:23][OH:24].[Pd:25]>>[CH3:1][O:2][CH:3]([CH2:4][NH:5][CH2:6][c:7]1[c:8]([NH2:17])[cH:9][c:10]([O:15][CH3:16])[c:11]([O:13][CH3:14])[cH:12]1)[O:20][CH3:21]. The reactants are O=C(O)c1ncccn1, COC(=O)c1ccc(N)cc1. The reagents and catalysts are C[N+](=C(N1CCOCC1)N2C3=C(C=C(C=C3)Cl)[N+](=N2)[O-])C.F[P-](F)(F)(F)(F)F (HDMC), CCN(C(C)C)C(C)C (DIPEA). Solvent: CN(C)C=O (DMF), CN(C)C=O (DMF), CN(C)C=O (DMF), CN(C)C=O (DMF), CN(C)C=O (DMF), CN(C)C=O (DMF). Reaction conditions: temperature 25 celsius, time 2 hour. Product: COC(=O)c1ccc(NC(=O)c2ncccn2)cc1. Yield: 82.2%. Reaction SMILES: COC(=O)c1ccc(N)cc1.O=C(O)c1ncccn1.C[N+](=C(N1CCOCC1)N2C3=C(C=C(C=C3)Cl)[N+](=N2)[O-])C.F[P-](F)(F)(F)(F)F.CCN(C(C)C)C(C)C.CN(C)C=O>>COC(=O)c1ccc(NC(=O)c2ncccn2)cc1.